describe an organic reaction: reactants, conditions, products, and yield From a dataset of the Open Reaction Database (ORD), a public repository of structured organic reaction records. Starting materials: CCS(=O)(=O)N1CCN(C(=O)c2cc3cc(OC4CCN(C(C)C)CC4)c(Br)cc3[nH]2)CC1, CS(=O)(=O)OCC(F)(F)F, CN(C)C=O, [H-], [Na+], O. The product is CCS(=O)(=O)N1CCN(C(=O)c2cc3cc(OC4CCN(C(C)C)CC4)c(Br)cc3n2CC(F)(F)F)CC1. As a reaction SMILES: [Br:1][c:2]1[c:3]([O:24][CH:25]2[CH2:26][CH2:27][N:28]([CH:31]([CH3:32])[CH3:33])[CH2:29][CH2:30]2)[cH:4][c:5]2[cH:6][c:7]([C:11](=[O:12])[N:13]3[CH2:14][CH2:15][N:16]([S:19](=[O:20])(=[O:21])[CH2:22][CH3:23])[CH2:17][CH2:18]3)[nH:8][c:9]2[cH:10]1.[CH3:36][S:37]([O:38][CH2:41][C:42]([F:43])([F:44])[F:45])(=[O:39])=[O:40].[CH3:47][N:48]([CH3:49])[CH:50]=[O:51].[H-:34].[Na+:35].[OH2:46]>>[Br:1][c:2]1[c:3]([O:24][CH:25]2[CH2:26][CH2:27][N:28]([CH:31]([CH3:32])[CH3:33])[CH2:29][CH2:30]2)[cH:4][c:5]2[cH:6][c:7]([C:11](=[O:12])[N:13]3[CH2:14][CH2:15][N:16]([S:19](=[O:20])(=[O:21])[CH2:22][CH3:23])[CH2:17][CH2:18]3)[n:8]([CH2:41][C:42]([F:43])([F:44])[F:45])[c:9]2[cH:10]1. Starting materials: CCOC(C)=O, ClCCl, CC(C)Cn1ncc2cc(Oc3ccc(F)cc3F)c(C(=O)NC3CCNC3=O)cc21, NC1CCCNC1=O. Product: CC(C)Cn1ncc2cc(Oc3ccc(F)cc3F)c(C(=O)NC3CCCNC3=O)cc21. Reaction SMILES: [CH3:43][CH2:44][O:45][C:46](=[O:47])[CH3:48].[Cl:40][CH2:41][Cl:42].[F:1][c:2]1[c:3]([O:4][c:5]2[cH:6][c:7]3[cH:8][n:9][n:10]([CH2:23][CH:24]([CH3:25])[CH3:26])[c:11]3[cH:12][c:13]2[C:14](=[O:15])[NH:16][CH:17]2[C:18](=[O:22])[NH:19][CH2:20][CH2:21]2)[cH:27][cH:28][c:29]([F:31])[cH:30]1.[NH2:32][CH:33]1[CH2:34][CH2:35][CH2:36][NH:37][C:38]1=[O:39]>>[F:1][c:2]1[c:3]([O:4][c:5]2[cH:6][c:7]3[cH:8][n:9][n:10]([CH2:23][CH:24]([CH3:25])[CH3:26])[c:11]3[cH:12][c:13]2[C:14](=[O:15])[NH:16][CH:17]2[C:18](=[O:22])[NH:19][CH2:20][CH2:33][CH2:21]2)[cH:27][cH:28][c:29]([F:31])[cH:30]1. Reactants: Cl.Cl.ClC=1C=C2C=CC(=CC2=CC1)S(=O)(=O)N1CC(N(C(C1)C)NC1CCN(CC1)C1=CC=NC=C1)=O (4-[(6-Chloro-2-naphthyl)sulfonyl]-6-methyl-1-[[1-(4-pyridinyl)-4-piperidinyl]amino]-2-piperazinone dihydrochloride). The solvent is C(Cl)Cl (methylene chloride). The product is ClC=1C=C2C=CC(=CC2=CC1)S(=O)(=O)N1CC(N(C(C1)C)NC1CCN(CC1)C1=CC=NC=C1)=O (4-[(6-chloro-2-naphthyl)sulfonyl]-6-methyl-1-[[1-(4-pyridinyl)-4-piperidinyl]amino]-2-piperazinone). Reaction SMILES: Cl.Cl.[Cl:3][C:4]1[CH:5]=[C:6]2[C:11](=[CH:12][CH:13]=1)[CH:10]=[C:9]([S:14]([N:17]1[CH2:22][CH:21]([CH3:23])[N:20]([NH:24][CH:25]3[CH2:30][CH2:29][N:28]([C:31]4[CH:36]=[CH:35][N:34]=[CH:33][CH:32]=4)[CH2:27][CH2:26]3)[C:19](=[O:37])[CH2:18]1)(=[O:16])=[O:15])[CH:8]=[CH:7]2>C(Cl)Cl>[Cl:3][C:4]1[CH:5]=[C:6]2[C:11](=[CH:12][CH:13]=1)[CH:10]=[C:9]([S:14]([N:17]1[CH2:22][CH:21]([CH3:23])[N:20]([NH:24][CH:25]3[CH2:26][CH2:27][N:28]([C:31]4[CH:36]=[CH:35][N:34]=[CH:33][CH:32]=4)[CH2:29][CH2:30]3)[C:19](=[O:37])[CH2:18]1)(=[O:15])=[O:16])[CH:8]=[CH:7]2 |f:0.1.2|. Reported procedure: 4-[(6-Chloro-2-naphthyl)sulfonyl]-6-methyl-1-[[1-(4-pyridinyl)-4-piperidinyl]amino]-2-piperazinone dihydrochloride (0.63 g) was dissolved in methylene chloride (20 ml) and saturated aqueous sodium bicarbonate (20 ml) and the phases were separated. The organic phase was dried over magnesium sulfate and concentrated under reduced pressure to obtain 4-[(6-chloro-2-naphthyl)sulfonyl]-6-methyl-1-[[1-(4-pyridinyl)-4-piperidinyl]amino]-2-piperazinone. This material was dissolved in a 37% aqueous soluti... Reactants: ClC=1C=C2C(=C(N(C2=CC1)C)C=1C=NC=CC1)CCCCCC(=O)OCC (5-chloro-3-[5-(ethoxycarbonyl)pentyl]-1-methyl-2-(3-pyridyl)indole). The solvent is Cl (hydrochloride). Yields the product Cl.ClC=1C=C2C(=C(N(C2=CC1)C)C=1C=NC=CC1)CCCCCC(=O)O (5-chloro-3-(5-carboxypentyl)-1-methyl-2-(3-pyridyl)indole hydrochloride). As a reaction SMILES: [Cl:1][C:2]1[CH:3]=[C:4]2[C:8](=[CH:9][CH:10]=1)[N:7]([CH3:11])[C:6]([C:12]1[CH:13]=[N:14][CH:15]=[CH:16][CH:17]=1)=[C:5]2[CH2:18][CH2:19][CH2:20][CH2:21][CH2:22][C:23]([O:25]CC)=[O:24]>Cl>[ClH:1].[Cl:1][C:2]1[CH:3]=[C:4]2[C:8](=[CH:9][CH:10]=1)[N:7]([CH3:11])[C:6]([C:12]1[CH:13]=[N:14][CH:15]=[CH:16][CH:17]=1)=[C:5]2[CH2:18][CH2:19][CH2:20][CH2:21][CH2:22][C:23]([OH:25])=[O:24] |f:2.3|. Procedure: A mixture of 1.0 g of 5-chloro-3-[5-(ethoxycarbonyl)pentyl]-1-methyl-2-(3-pyridyl)indole in 20 ml of 2N aqueous hydrochloride acid is stirred and heated at reflux overnight. The mixture is cooled and the solid formed collected and dried in vacuo to give 5-chloro-3-(5-carboxypentyl)-1-methyl-2-(3-pyridyl)indole hydrochloride, m.p. 186°-189°. Reactants: 241E, C(C1=CC=CC=C1)=CC(=O)C1=CC=CC=C1 (benzylideneacetophenone), [Cl-].C(N)(=O)C[N+]1=CC=CC=C1 (N-carbamoylmethylpyridinium chloride), aqueous solution, [OH-].[Na+] (sodium hydroxide). Run in CO (methanol), O (water). Reaction conditions: time 15 minute. The product is C1(=CC=CC=C1)C1=CC(NC(=C1)C1=CC=CC=C1)=O (4.6-diphenyl-2-pyridone). RXN SMILES: [CH:1](=[CH:8][C:9]([C:11]1[CH:16]=[CH:15][CH:14]=[CH:13][CH:12]=1)=O)[C:2]1[CH:7]=[CH:6][CH:5]=[CH:4][CH:3]=1.[Cl-].[C:18]([CH2:21][N+]1C=CC=CC=1)(=[O:20])[NH2:19].[OH-].[Na+]>CO.O>[C:11]1([C:9]2[CH:8]=[C:1]([C:2]3[CH:7]=[CH:6][CH:5]=[CH:4][CH:3]=3)[NH:19][C:18](=[O:20])[CH:21]=2)[CH:16]=[CH:15][CH:14]=[CH:13][CH:12]=1 |f:1.2,3.4|. Procedure details: To a solution of benzylideneacetophenone (41.6 g) and N-carbamoylmethylpyridinium chloride (34.4 g) (prepared according to the method of O. ALBRECHT et al., Helv. Chim. Acta 24, 241E (1941)) in methanol (600 cc), is added, at room temperature, a 1N aqueous solution of sodium hydroxide (200 cc). The initially yellow solution takes on an orange colour and a yellow solid precipitates. The mixture is stirred at room temperature for 15 minutes and acetic acid (400 cc) is then added. The green solutio... Reactants: CC(C)([O-])C.[K+] (Potassium t-butoxide), CN(C=O)C (dimethylformamide), [N+](=O)([O-])C (nitromethane), N(=O)CNC=1CC(N(C2=C(N1)C=CC=C2)C2=CC=CC=C2)=O (3,5-dihydro-2-(N-nitrosomethylamino)-5-phenyl-4H-1,5-benzodiazepin-4-one). Run in O (water), C(C)(=O)O (acetic acid). Reaction conditions: time 30 minute. The product is C1(=CC=CC=C1)N1C(CC(NC2=C1C=CC=C2)=C[N+](=O)[O-])=O (5-Phenyl-1,2,3,4-tetrahydro-2-nitromethylene-5H-1,5-benzodiazepin-4-one). As a reaction SMILES: CC(C)([O-])C.[K+].CN(C)C=O.[N+:12]([CH3:15])([O-:14])=[O:13].N(CN[C:20]1[CH2:21][C:22](=[O:37])[N:23]([C:31]2[CH:36]=[CH:35][CH:34]=[CH:33][CH:32]=2)[C:24]2[CH:30]=[CH:29][CH:28]=[CH:27][C:25]=2[N:26]=1)=O>O.C(O)(=O)C>[C:31]1([N:23]2[C:24]3[CH:30]=[CH:29][CH:28]=[CH:27][C:25]=3[NH:26][C:20](=[CH:15][N+:12]([O-:14])=[O:13])[CH2:21][C:22]2=[O:37])[CH:32]=[CH:33][CH:34]=[CH:35][CH:36]=1 |f:0.1|. Procedure: Potassium t-butoxide, 3.15 g (0.0281 moles) was added to a mixture of 70 ml of dimethylformamide and 14 ml of nitromethane. After stirring for 30 min at room temperature under nitrogen, 6.9 g (0.0234 moles) of 3,5-dihydro-2-(N-nitrosomethylamino)-5-phenyl-4H-1,5-benzodiazepin-4-one, was added and stirring was continued for 48 hours. The mixture was acidified with acetic acid and diluted with water. The precipitate was collected, washed with water and recrystallized from methylene chloride/ethano... The reactants are CCCCn1nc(C)c2c(Cl)nc(-c3ccccc3F)nc21, COOCCOOC, Nc1ccncc1. The product is CCCCn1nc(C)c2c(Nc3ccncc3)nc(-c3ccccc3F)nc21. As a reaction SMILES: [CH2:1]([CH2:2][CH2:3][CH3:4])[n:5]1[n:6][c:7]([CH3:22])[c:8]2[c:9]1[n:10][c:11](-[c:15]1[c:16]([F:21])[cH:17][cH:18][cH:19][cH:20]1)[n:12][c:13]2[Cl:14].[CH3:30][O:31][O:32][CH2:33][CH2:34][O:35][O:36][CH3:37].[NH2:23][c:24]1[cH:25][cH:26][n:27][cH:28][cH:29]1>>[CH2:1]([CH2:2][CH2:3][CH3:4])[n:5]1[n:6][c:7]([CH3:22])[c:8]2[c:9]1[n:10][c:11](-[c:15]1[c:16]([F:21])[cH:17][cH:18][cH:19][cH:20]1)[n:12][c:13]2[NH:23][c:24]1[cH:25][cH:26][n:27][cH:28][cH:29]1. The reactants are C1(CCCC1)N1N=CC2=CC(=CC=C12)I (1-cyclopentyl-5-iodo-1H-indazole), C(C)(C)N1N=CC2=CC(=CC=C12)O[C@@H]([C@H](C)N)C1=CC=CC=C1 ((1R,2S)-1-[(1-isopropyl-1H-indazol-5-yl)oxy]-1-phenylpropan-2-amine). Product: C1(CCCC1)N1N=CC2=CC(=CC=C12)O[C@@H]([C@H](C)N)C1=CC=CC=C1 ((1R,2S)-1-[(1-cyclopentyl-1H-indazol-5-yl)oxy]-1-phenylpropan-2-amine). As a reaction SMILES: [CH:1]1([N:6]2[C:14]3[C:9](=[CH:10][C:11](I)=[CH:12][CH:13]=3)[CH:8]=[N:7]2)[CH2:5][CH2:4][CH2:3][CH2:2]1.C(N1C2C(=CC([O:28][C@H:29]([C:33]3[CH:38]=[CH:37][CH:36]=[CH:35][CH:34]=3)[C@@H:30]([NH2:32])[CH3:31])=CC=2)C=N1)(C)C>>[CH:1]1([N:6]2[C:14]3[C:9](=[CH:10][C:11]([O:28][C@H:29]([C:33]4[CH:38]=[CH:37][CH:36]=[CH:35][CH:34]=4)[C@@H:30]([NH2:32])[CH3:31])=[CH:12][CH:13]=3)[CH:8]=[N:7]2)[CH2:5][CH2:4][CH2:3][CH2:2]1. Procedure: Prepared from 1-cyclopentyl-5-iodo-1H-indazole (130c, 158 mg, 500 μmol) as described for 129b. Yield 34 mg (20%).